This data is from the Open Reaction Database (ORD), a public repository of structured organic reaction records. The task is: describe an organic reaction: reactants, conditions, products, and yield RXN SMILES: [NH2:1][C:2]1[CH:12]=[CH:11][C:10]([CH3:13])=[CH:9][C:3]=1[C:4](OCC)=[O:5].[CH3:14]OS(=O)(=O)OC.[H-].[Al+3].[Li+].[H-].[H-].[H-]>>[CH3:13][C:10]1[CH:11]=[CH:12][C:2]([NH:1][CH3:14])=[C:3]([CH:9]=1)[CH2:4][OH:5] |f:2.3.4.5.6.7|. Product: CC=1C=CC(=C(CO)C1)NC (5-methyl-2-methylaminobenzyl alcohol). Reported procedure: Ethyl 2-amino-5-methylbenzoate was treated with dimethylsulfuric acid to give a N-methylated product. The N-methylated product was reduced using lithium aluminum hydride to give 5-methyl-2-methylaminobenzyl alcohol. The obtained alcohol was reacted with thionyl chloride in benzene to give the desired compound, yield 22% (based on the amount of the starting benzoate). Reactants: NC1=C(C(=O)OCC)C=C(C=C1)C (Ethyl 2-amino-5-methylbenzoate), COS(OC)(=O)=O (dimethylsulfuric acid), [H-].[Al+3].[Li+].[H-].[H-].[H-] (lithium aluminum hydride). Reactants: CC1=CC=2C3=C(NC2C=C1)C1CCN3CC1 (8-methyl-2,3,4,5-tetrahydro-1,4-ethanopyrido[3,2-b]indole), ClC1=CC=C(C=C1)S(=O)(=O)Cl (4-chlorobenzenesulfonyl chloride). The product is ClC1=CC=C(C=C1)S(=O)(=O)N1C2=C(C=3C=C(C=CC13)C)N1CCC2CC1 (5-[(4-chlorophenyl)sulfonyl]-8-methyl-2,3,4,5-tetrahydro-1,4-ethanopyrido[3,2-b]indole). As a reaction SMILES: [CH3:1][C:2]1[CH:10]=[CH:9][C:8]2[NH:7][C:6]3[CH:11]4[CH2:16][CH2:15][N:14]([C:5]=3[C:4]=2[CH:3]=1)[CH2:13][CH2:12]4.[Cl:17][C:18]1[CH:23]=[CH:22][C:21]([S:24](Cl)(=[O:26])=[O:25])=[CH:20][CH:19]=1>>[Cl:17][C:18]1[CH:23]=[CH:22][C:21]([S:24]([N:7]2[C:8]3[CH:9]=[CH:10][C:2]([CH3:1])=[CH:3][C:4]=3[C:5]3[N:14]4[CH2:15][CH2:16][CH:11]([C:6]2=3)[CH2:12][CH2:13]4)(=[O:26])=[O:25])=[CH:20][CH:19]=1. Procedure details: The coupling of 8-methyl-2,3,4,5-tetrahydro-1,4-ethanopyrido[3,2-b]indole (20 mg, 0.09 mmol; Example 211) and 4-chlorobenzenesulfonyl chloride (30 mg, 0.14 mmol; Aldrich) was performed according to the procedure described in Example 69, except that the product was purified by reverse-phase HPLC [Waters XBridge RP18 column, 5 μm, 30×100 mm, flow rate 40 mL/minute, 20-99% gradient of methanol in buffer (0.1 M aqueous ammonium bicarbonate, adjusted to pH 10 with ammonium hydroxide)] to afford the t... The reactants are C([O-])([O-])=O.[K+].[K+] (potassium carbonate), C(=C)B1OB(OB(O1)C=C)C=C (2,4,6-trivinylcyclotriboroxane), BrC1=C(C(=O)OC)C=CC(=C1)[N+](=O)[O-] (methyl 2-bromo-4-nitrobenzoate). The reagents and catalysts are C=1C=CC(=CC1)[P](C=2C=CC=CC2)(C=3C=CC=CC3)[Pd]([P](C=4C=CC=CC4)(C=5C=CC=CC5)C=6C=CC=CC6)([P](C=7C=CC=CC7)(C=8C=CC=CC8)C=9C=CC=CC9)[P](C=1C=CC=CC1)(C=1C=CC=CC1)C=1C=CC=CC1 (tetrakis(triphenylphosphine)palladium). The solvent is O (water), O (water), COCCOC (1,2-dimethoxyethane). Reaction conditions: time 20 minute. Product: [N+](=O)([O-])C1=CC(=C(C(=O)OC)C=C1)C=C (methyl 4-nitro-2-vinylbenzoate). Yield: 47.1%. Reaction SMILES: Br[C:2]1[CH:11]=[C:10]([N+:12]([O-:14])=[O:13])[CH:9]=[CH:8][C:3]=1[C:4]([O:6][CH3:7])=[O:5].C(=O)([O-])[O-].[K+].[K+].[CH:21](B1OB(C=C)OB(C=C)O1)=[CH2:22]>COCCOC.O.C1C=CC([P]([Pd]([P](C2C=CC=CC=2)(C2C=CC=CC=2)C2C=CC=CC=2)([P](C2C=CC=CC=2)(C2C=CC=CC=2)C2C=CC=CC=2)[P](C2C=CC=CC=2)(C2C=CC=CC=2)C2C=CC=CC=2)(C2C=CC=CC=2)C2C=CC=CC=2)=CC=1>[N+:12]([C:10]1[CH:9]=[CH:8][C:3]([C:4]([O:6][CH3:7])=[O:5])=[C:2]([CH:21]=[CH2:22])[CH:11]=1)([O-:14])=[O:13] |f:1.2.3,^1:43,45,64,83|. Procedure: 12.0 g (46.1 mmol) of methyl 2-bromo-4-nitrobenzoate were initially charged in 240 ml of 1,2-dimethoxyethane, 2.66 g (2.30 mmol) of tetrakis(triphenylphosphine)palladium were added, and the mixture was stirred for 20 min. Subsequently, a solution of 6.38 g (46.1 mmol) of potassium carbonate in 80 ml of water and 11.11 g (46.1 mmol) of 2,4,6-trivinylcyclotriboroxane were added. The reaction mixture was stirred at reflux temperature for 20 hours. After cooling, the mixture was added to water and e... Starting materials: C1(CCCC1)NC1=C(NC=2N1N=CC2C#N)C2=C(C=C(C=C2)OC)F (3-(cyclopentylamino)-2-(2-fluoro-4-methoxyphenyl)-1H-imidazo[1,2-b]pyrazole-7-carbonitrile), O (water). Solvent: CS(=O)C (DMSO). Conditions: time 2 day. Yields the product NC1=C(C=NN1/C(/C(=O)C1=C(C=C(C=C1)OC)F)=N/C1CCCC1)C#N ((E)-5-amino-1-(1-(cyclopentylimino)-2-(2-fluoro-4-methoxyphenyl)-2-oxo ethyl)-1H-pyrazole-4-carbonitrile). The yield is 15.4%. Reaction SMILES: [CH:1]1([NH:6][C:7]2[N:11]3[N:12]=[CH:13][C:14]([C:15]#[N:16])=[C:10]3[NH:9][C:8]=2[C:17]2[CH:22]=[CH:21][C:20]([O:23][CH3:24])=[CH:19][C:18]=2[F:25])[CH2:5][CH2:4][CH2:3][CH2:2]1.[OH2:26]>CS(C)=O>[NH2:9][C:10]1[N:11](/[C:7](=[N:6]/[CH:1]2[CH2:5][CH2:4][CH2:3][CH2:2]2)/[C:8]([C:17]2[CH:22]=[CH:21][C:20]([O:23][CH3:24])=[CH:19][C:18]=2[F:25])=[O:26])[N:12]=[CH:13][C:14]=1[C:15]#[N:16]. Reported procedure: A light yellow solution of 3-(cyclopentylamino)-2-(2-fluoro-4-methoxyphenyl)-1H-imidazo[1,2-b]pyrazole-7-carbonitrile (199 mg, 0.586 mmol) in DMSO (100 mL) was stored for several days at RT. After 2 days, it became a light brown solution and this solution was stored for 50 days. Then, it was poured into water (300 mL) and the organic compound was extracted into ethyl acetate (3×50 mL). The combined organic extracts were washed with brine solution and dried over anhydrous MgSO4. Filtration and co... Starting materials: COc1nc2cc[nH]c2cc1B(O)O, CC(C)[Si](Cl)(C(C)C)C(C)C, [H-], [Na+], C1CCOC1. Yields the product COc1nc2ccn([Si](C(C)C)(C(C)C)C(C)C)c2cc1B(O)O. RXN SMILES: [CH3:1][O:2][c:3]1[c:4]([B:12]([OH:13])[OH:14])[cH:5][c:6]2[c:7]([n:8]1)[cH:9][cH:10][nH:11]2.[Cl:17][Si:18]([CH:19]([CH3:20])[CH3:21])([CH:22]([CH3:23])[CH3:24])[CH:25]([CH3:26])[CH3:27].[H-:15].[Na+:16].[O:28]1[CH2:29][CH2:30][CH2:31][CH2:32]1>>[CH3:1][O:2][c:3]1[c:4]([B:12]([OH:13])[OH:14])[cH:5][c:6]2[c:7]([n:8]1)[cH:9][cH:10][n:11]2[Si:18]([CH:19]([CH3:20])[CH3:21])([CH:22]([CH3:23])[CH3:24])[CH:25]([CH3:26])[CH3:27]. The reactants are CCNc1nc(SC)ncc1CO, ClC(Cl)Cl. Product: CCNc1nc(SC)ncc1C=O. RXN SMILES: [CH2:1]([CH3:2])[NH:3][c:4]1[n:5][c:6]([S:12][CH3:13])[n:7][cH:8][c:9]1[CH2:10][OH:11].[CH:14]([Cl:15])([Cl:16])[Cl:17]>>[CH2:1]([CH3:2])[NH:3][c:4]1[n:5][c:6]([S:12][CH3:13])[n:7][cH:8][c:9]1[CH:10]=[O:11]. RXN SMILES: [NH:1]([C:3]([O:5][CH2:6][CH3:7])=[O:4])[NH2:2].[Cl:8][C:9]1[CH:14]=[CH:13][C:12]([N:15]2[C:20](=[O:21])[CH:19]=[C:18]([C:22]([F:25])([F:24])[F:23])[N:17]([CH3:26])[C:16]2=[O:27])=[CH:11][C:10]=1[CH:28]=O.C1(C)C=CC(S(O)(=O)=O)=CC=1>C1(C)C=CC=CC=1>[Cl:8][C:9]1[CH:14]=[CH:13][C:12]([N:15]2[C:20](=[O:21])[CH:19]=[C:18]([C:22]([F:23])([F:25])[F:24])[N:17]([CH3:26])[C:16]2=[O:27])=[CH:11][C:10]=1[CH:28]=[N:2][NH:1][C:3]([O:5][CH2:6][CH3:7])=[O:4]. Run at time 2 hour. Solvent: C1(=CC=CC=C1)C (toluene). The reactants are N(N)C(=O)OCC (ethyl hydrazinecarboxylate), ClC1=C(C=C(C=C1)N1C(N(C(=CC1=O)C(F)(F)F)C)=O)C=O (3-[4-chloro-3-formylphenyl]-2,4-dioxo-1-methyl-6-trifluoromethyl-1,2,3,4-tetrahydropyrimidine), C1(=CC=C(C=C1)S(=O)(=O)O)C (p-toluenesulfonic acid). Yields the product ClC1=C(C=C(C=C1)N1C(N(C(=CC1=O)C(F)(F)F)C)=O)C=NNC(=O)OCC (3-(4-Chloro-3-ethoxycarbonylhydrazonomethylphenyl)-2,4-dioxo-1-methyl-6-trifluoromethyl-1,2,3,4-tetrahydropyrimidine). Reported procedure: 1.0 g of ethyl hydrazinecarboxylate was added to a solution of 3.3 g of 3-[4-chloro-3-formylphenyl]-2,4-dioxo-1-methyl-6-trifluoromethyl-1,2,3,4-tetrahydropyrimidine and 0.1 g of p-toluenesulfonic acid in 150 ml of toluene. After 2 hours, the solution was washed once with water, the organic phase was dried over sodium sulfate and evaporated down and the residue was stirred with petroleum ether. The precipitate was isolated, washed with petroleum ether and dried. The reactants are ClC1=CC=C(C=N1)C=1C=NC=CC1 (6-chloro-3,3'-bipyridine), N(N)C1=CC=C(C=N1)C=1C=NC=CC1 (6-hydrazino-3,3'-bipyridine), NN (hydrazine). The reagents and catalysts are C(C)(=O)O (acetic acid). The solvent is C(OCC)(OCC)OCC (triethyl orthoformate), N1=CC=CC=C1 (pyridine). Yields the product N1=CC(=CC=C1)C=1C=CC=2N(C1)C=NN2 (6-(3-Pyridinyl)-1,2,4-triazolo[4,3-a]pyridine). RXN SMILES: Cl[C:2]1[N:7]=[CH:6][C:5]([C:8]2[CH:9]=[N:10][CH:11]=[CH:12][CH:13]=2)=[CH:4][CH:3]=1.NN.[NH:16]([C:18]1N=CC(C2C=NC=CC=2)=CC=1)[NH2:17]>N1C=CC=CC=1.C(OCC)(OCC)OCC.C(O)(=O)C>[N:10]1[CH:11]=[CH:12][CH:13]=[C:8]([C:5]2[CH:4]=[CH:3][C:2]3[N:7]([CH:18]=[N:16][N:17]=3)[CH:6]=2)[CH:9]=1. Procedure details: As described in Example 5, 2.2 g of 6-chloro-3,3'-bipyridine was treated with 3.6 ml of anhydrous hydrazine in pyridine at 115° C. for 48 hours. The resulting crude 6-hydrazino-3,3'-bipyridine was dissolved in 25 ml of triethyl orthoformate and 2 drops of acetic acid and heated to 130° C. for 10 hours. The volatiles were removed at reduced pressure and the residue purified by chromatography on silica gel, eluting with ethyl acetate:methanol (9:2). The obtained solid was recrystallized from ethyl... Reagents/catalysts: C=1C=CC(=CC1)[P](C=2C=CC=CC2)(C=3C=CC=CC3)[Pd]([P](C=4C=CC=CC4)(C=5C=CC=CC5)C=6C=CC=CC6)([P](C=7C=CC=CC7)(C=8C=CC=CC8)C=9C=CC=CC9)[P](C=1C=CC=CC1)(C=1C=CC=CC1)C=1C=CC=CC1 (tetrakis(triphenylphosphine)palladium(0)). Reaction SMILES: [Br:1][C:2]1[CH:3]=[C:4]2[C:10](I)=[CH:9][N:8]([CH3:12])[C:5]2=[N:6][CH:7]=1.[CH3:13][N:14]1[CH2:19][CH:18]=[C:17](B(O)O)[CH2:16][CH2:15]1.C([O-])([O-])=O.[K+].[K+].O>O1CCOCC1.C1C=CC([P]([Pd]([P](C2C=CC=CC=2)(C2C=CC=CC=2)C2C=CC=CC=2)([P](C2C=CC=CC=2)(C2C=CC=CC=2)C2C=CC=CC=2)[P](C2C=CC=CC=2)(C2C=CC=CC=2)C2C=CC=CC=2)(C2C=CC=CC=2)C2C=CC=CC=2)=CC=1>[Br:1][C:2]1[CH:3]=[C:4]2[C:10]([C:17]3[CH2:18][CH2:19][N:14]([CH3:13])[CH2:15][CH:16]=3)=[CH:9][N:8]([CH3:12])[C:5]2=[N:6][CH:7]=1 |f:2.3.4,^1:39,41,60,79|. Reaction conditions: temperature 40 celsius. The product is BrC=1C=C2C(=NC1)N(C=C2C=2CCN(CC2)C)C (5-bromo-1-methyl-3-(1-methyl-1,2,3,6-tetrahydropyridin-4-yl)-1H-pyrrolo-[2,3-b]pyridine). Solvent: O1CCOCC1 (dioxane). The reactants are BrC=1C=C2C(=NC1)N(C=C2I)C (5-bromo-3-iodo-1-methyl-1H-pyrrolo[2,3-b]pyridine), CN1CCC(=CC1)B(O)O (1-methyl-1,2,3,6-tetrahydropyridin-4-boronic acid), C(=O)([O-])[O-].[K+].[K+] (K2CO3), O (water). Procedure details: To a solution of 5-bromo-3-iodo-1-methyl-1H-pyrrolo[2,3-b]pyridine (180 mg, 0.534 mmol) and 1-methyl-1,2,3,6-tetrahydropyridin-4-boronic acid (155 mg, 0.694 mmol) in dioxane (5.4 mL, degassed) was added tetrakis(triphenylphosphine)palladium(0) (75 mg, 0.064 mmol), K2CO3 (369 mg, 2.67 mmol) and water (1.8 mL, degassed). The reaction mixture was heated at 40° C. for 15 h, cooled and partitioned between ethyl acetate and brine. The organic layer was separated, dried over Na2SO4, filtered and concen... Reactants: [H][H] (Hydrogen), ClC1=C(C(=O)OC)C=CC=C1[N+](=O)[O-] (methyl 2-chloro-3-nitrobenzoate). The reagents and catalysts are [Pt] (sulfided platinum on carbon). Run in C(C)(=O)OCC (ethyl acetate). The product is ClC1=C(C(=O)OC)C=CC=C1N (methyl 2-chloro-3-aminobenzoate). The yield is 99.9%. RXN SMILES: [H][H].[Cl:3][C:4]1[C:13]([N+:14]([O-])=O)=[CH:12][CH:11]=[CH:10][C:5]=1[C:6]([O:8][CH3:9])=[O:7]>C(OCC)(=O)C.[Pt]>[Cl:3][C:4]1[C:13]([NH2:14])=[CH:12][CH:11]=[CH:10][C:5]=1[C:6]([O:8][CH3:9])=[O:7]. Procedure details: Hydrogen gas was passed through a solution of methyl 2-chloro-3-nitrobenzoate (10.0 g, 46.4 mM) and 1.0 g of 3% sulfided platinum on carbon in 150 mL ethyl acetate for 48 hours at room temperature. The catalyst was removed by filtration through celite. Concentration of the filtrate afforded 8.6 g (100%) of methyl 2-chloro-3-aminobenzoate as a yellow oil. 1H NMR (CDCl3) δ7.25 (dd, 1H, J=1 and 8 Hz), 7.2 (t, 1H, J=8 Hz), 6.95 (dd, 1H, J=1 and 8 Hz), and 3.9 (s, 3H). IR (CHCl3, cm−1) 3450, 3380, 29...